Dataset: the Open Reaction Database (ORD), a public repository of structured organic reaction records. Task: describe an organic reaction: reactants, conditions, products, and yield Reactants: Cl (hydrochloric acid), C(C)(C)(C)OC(=O)N1CC2CSC3=C(N2CC1)C=CC=C3 (3-t-butoxycarbonyl-1,2,3,4,4a,5-hexahydropyrazino[2,1-c]-1,4-benzthiazine). The solvent is C(C)(=O)O (acetic acid). Run at time 8 hour. Yields the product Cl.C1CNCC2CSC3=C(N21)C=CC=C3 (1,2,3,4,4a,5-Hexahydropyrazino[2,1-c]-1,4-benzthiazine Hydrochloride). RXN SMILES: [ClH:1].C(OC([N:9]1[CH2:18][CH2:17][N:16]2[CH:11]([CH2:12][S:13][C:14]3[CH:22]=[CH:21][CH:20]=[CH:19][C:15]=32)[CH2:10]1)=O)(C)(C)C>C(O)(=O)C>[ClH:1].[CH2:17]1[N:16]2[CH:11]([CH2:12][S:13][C:14]3[CH:22]=[CH:21][CH:20]=[CH:19][C:15]=32)[CH2:10][NH:9][CH2:18]1 |f:3.4|. Procedure: A 1 ml portion of 5 N hydrochloric acid was added to acetic acid solution (10 ml) containing 0.52 g (1.70 mmol) of 3-t-butoxycarbonyl-1,2,3,4,4a,5-hexahydropyrazino[2,1-c]-1,4-benzthiazine, and the mixture was stirred overnight at room temperature and then at 60° C. for 2 hours. The solvent was removed by evaporation under a reduced pressure and the resulting residue was recrystallized from ethanol to obtain 0.36 g (88% in yield) of the title compound. Starting materials: C(C)OC(CC(C(C1=CC=CC=C1)=O)C(C1=CC=CC=C1)=O)=O (3,3-dibenzoyl-propionic acid-ethyl ester), S(=O)(=O)(O)O.ClC1=CC=C(C=C1)NN (p-chlorophenyl-hydrazine sulfate), C(C)(=O)[O-].[Na+] (sodium acetate). Solvent: C(C)(=O)O (acetic acid). The product is C1(=CC=CC=C1)C1=NN(C(=C1CC(=O)O)C1=CC=CC=C1)C1=CC=C(C=C1)Cl (3,5-diphenyl-1-(p-chlorophenyl)-pyrazol-4-acetic acid). The yield is 82.9%. RXN SMILES: C([O:3][C:4](=[O:23])[CH2:5][CH:6]([C:15](=O)[C:16]1[CH:21]=[CH:20][CH:19]=[CH:18][CH:17]=1)[C:7](=O)[C:8]1[CH:13]=[CH:12][CH:11]=[CH:10][CH:9]=1)C.S(O)(O)(=O)=O.[Cl:29][C:30]1[CH:35]=[CH:34][C:33]([NH:36][NH2:37])=[CH:32][CH:31]=1.C([O-])(=O)C.[Na+]>C(O)(=O)C>[C:8]1([C:7]2[C:6]([CH2:5][C:4]([OH:3])=[O:23])=[C:15]([C:16]3[CH:17]=[CH:18][CH:19]=[CH:20][CH:21]=3)[N:36]([C:33]3[CH:34]=[CH:35][C:30]([Cl:29])=[CH:31][CH:32]=3)[N:37]=2)[CH:9]=[CH:10][CH:11]=[CH:12][CH:13]=1 |f:1.2,3.4|. Procedure: 8.0 grams 3,3-dibenzoyl-propionic acid-ethyl ester, 5.9 grams p-chlorophenyl-hydrazine sulfate, 2.5 grams sodium acetate and 3.0 grams glacial acetic acid were reacted and the reaction product recovered by a procedure analogous to the method set out in Example (2a). 7.9 grams 3,5-diphenyl-1-(p-chlorophenyl)-pyrazol-4-acetic acid, melting at 193°-194° C. were obtained, representing a yield of 78%. The reactants are COC(CC1=CC(=NC(=C1)C1=CC=C(C=C1)C(F)(F)F)N(C1=CC=C(C=C1)C(F)(F)F)CC(C)C)=O ([2-[isobutyl-(4-trifluoromethyl-phenyl)-amino]-6-(4-trifluoromethyl-phenyl)-pyridin-4-yl]-acetic acid methyl ester), C[Si](C)(C)[N-][Si](C)(C)C.[K+] (potassium bis(trimethylsilyl)amide), BrCC(=C)C (3-bromo-2-methylpropene). Run in C1CCOC1 (THF). Conditions: time 30 minute. The product is COC(C(CC(=C)C)C1=CC(=NC(=C1)C1=CC=C(C=C1)C(F)(F)F)N(C1=CC=C(C=C1)C(F)(F)F)CC(C)C)=O (2-[2-[Isobutyl-(4-trifluoromethyl-phenyl)-amino]-6-(4-trifluoromethyl-phenyl)-pyridin-4-yl]-4-methyl-pent-4-enoic acid methyl ester). The yield is 47.2%. Reaction SMILES: [CH3:1][O:2][C:3](=[O:36])[CH2:4][C:5]1[CH:10]=[C:9]([C:11]2[CH:16]=[CH:15][C:14]([C:17]([F:20])([F:19])[F:18])=[CH:13][CH:12]=2)[N:8]=[C:7]([N:21]([CH2:32][CH:33]([CH3:35])[CH3:34])[C:22]2[CH:27]=[CH:26][C:25]([C:28]([F:31])([F:30])[F:29])=[CH:24][CH:23]=2)[CH:6]=1.C[Si]([N-][Si](C)(C)C)(C)C.[K+].Br[CH2:48][C:49]([CH3:51])=[CH2:50]>C1COCC1>[CH3:1][O:2][C:3](=[O:36])[CH:4]([C:5]1[CH:10]=[C:9]([C:11]2[CH:12]=[CH:13][C:14]([C:17]([F:19])([F:20])[F:18])=[CH:15][CH:16]=2)[N:8]=[C:7]([N:21]([CH2:32][CH:33]([CH3:34])[CH3:35])[C:22]2[CH:27]=[CH:26][C:25]([C:28]([F:31])([F:29])[F:30])=[CH:24][CH:23]=2)[CH:6]=1)[CH2:50][C:49]([CH3:51])=[CH2:48] |f:1.2|. Procedure: To a solution of [2-[isobutyl-(4-trifluoromethyl-phenyl)-amino]-6-(4-trifluoromethyl-phenyl)-pyridin-4-yl]-acetic acid methyl ester (75 mg, 0.15 mmol) in THF (5 mL) at −78° C. under argon was added potassium bis(trimethylsilyl)amide (0.5 M solution in toluene, 300 μL, 0.15 mmol). After stirring for 30 minutes, 3-bromo-2-methylpropene (20 mg, 0.15 mmol) was added and stirred for an additional 30 minutes The reaction mixture was allowed to warm up slowly and stirred for another 30 minutes at 0° C.... Reactants: C[Si](C)(C)C=[N+]=[N-], Cc1ccccc1, CO, CCCCCC, O=C(O)c1ncccc1O. Product: COC(=O)c1ncccc1O. Reaction SMILES: [CH3:11][Si:12]([CH:13]=[N+:14]=[N-:15])([CH3:16])[CH3:17].[CH3:18][c:19]1[cH:20][cH:21][cH:22][cH:23][cH:24]1.[CH3:25][OH:26].[CH3:27][CH2:28][CH2:29][CH2:30][CH2:31][CH3:32].[OH:1][c:2]1[c:3]([C:8](=[O:9])[OH:10])[n:4][cH:5][cH:6][cH:7]1>>[OH:1][c:2]1[c:3]([C:8](=[O:9])[O:10][CH3:11])[n:4][cH:5][cH:6][cH:7]1. The reactants are OCC1Cc2cccc(-c3c(F)cccc3F)c2O1, Cc1ccc(S(=O)(=O)Cl)cc1. The product is Cc1ccc(S(=O)(=O)OCC2Cc3cccc(-c4c(F)cccc4F)c3O2)cc1. As a reaction SMILES: [F:1][c:2]1[c:3](-[c:9]2[cH:10][cH:11][cH:12][c:13]3[c:17]2[O:16][CH:15]([CH2:18][OH:19])[CH2:14]3)[c:4]([F:8])[cH:5][cH:6][cH:7]1.[c:20]1([CH3:30])[cH:21][cH:22][c:23]([S:26](=[O:27])(=[O:28])[Cl:29])[cH:24][cH:25]1>>[F:1][c:2]1[c:3](-[c:9]2[cH:10][cH:11][cH:12][c:13]3[c:17]2[O:16][CH:15]([CH2:18][O:19][S:26]([c:23]2[cH:22][cH:21][c:20]([CH3:30])[cH:25][cH:24]2)(=[O:27])=[O:28])[CH2:14]3)[c:4]([F:8])[cH:5][cH:6][cH:7]1.